From a dataset of the Open Reaction Database (ORD), a public repository of structured organic reaction records. describe an organic reaction: reactants, conditions, products, and yield Starting materials: BrC=1C=C(C(=C(C1)F)OC)F (5-bromo-1,3-difluoro-2-methoxy-benzene), C(#C)[Si](C)(C)C (ethynyl-trimethyl-silane), C(C)(C)N(CC)C(C)C (diisopropylethylamine). Reagents/catalysts: Cl[Pd]([P](C1=CC=CC=C1)(C2=CC=CC=C2)C3=CC=CC=C3)([P](C4=CC=CC=C4)(C5=CC=CC=C5)C6=CC=CC=C6)Cl (bis(triphenylphosphine)palladium(II) dichloride), [Cu](I)I (copper iodide). The solvent is C(C)#N (acetonitrile). Conditions: temperature 80 celsius. Yields the product FC=1C=C(C=C(C1OC)F)C#C[Si](C)(C)C ((3,5-difluoro-4-methoxy-phenylethynyl)-trimethyl-silane). Yield: 79.3%. As a reaction SMILES: Br[C:2]1[CH:3]=[C:4]([F:11])[C:5]([O:9][CH3:10])=[C:6]([F:8])[CH:7]=1.[C:12]([Si:14]([CH3:17])([CH3:16])[CH3:15])#[CH:13].C(N(C(C)C)CC)(C)C>C(#N)C.Cl[Pd](Cl)([P](C1C=CC=CC=1)(C1C=CC=CC=1)C1C=CC=CC=1)[P](C1C=CC=CC=1)(C1C=CC=CC=1)C1C=CC=CC=1.[Cu](I)I>[F:8][C:6]1[CH:7]=[C:2]([C:13]#[C:12][Si:14]([CH3:17])([CH3:16])[CH3:15])[CH:3]=[C:4]([F:11])[C:5]=1[O:9][CH3:10] |^1:32,51|. Reported procedure: A mixture of 2 g 5-bromo-1,3-difluoro-2-methoxy-benzene, 1.76 g ethynyl-trimethyl-silane, 629 mg bis(triphenylphosphine)palladium(II) dichloride, 3.1 ml diisopropylethylamine, and 85 mg copper iodide in 20 ml acetonitrile was degassed then heated at 80° C. for 2 hours. The mixture was diluted with dichloromethane and filtered through a plug of silica, washed with dilute ammonia and brine then dried over sodium sulphate, filtered and concentrated in vacuo. Purification over silica afforded 1.71 g... Reactants: CCC#CCC(C(C)=O)(C(=O)OC(C)(C)C)C(CC(=O)OC)C(OC)OC, O=C([O-])O, [O-][Cl+3]([O-])([O-])O, [Na+], C1CCOC1. Yields the product CCC#CCC(C(C)=O)(C(=O)OC(C)(C)C)C(C=O)CC(=O)OC. Reaction SMILES: [C:1]([CH3:2])(=[O:3])[C:4]([CH:5]([CH2:6][C:7](=[O:8])[O:9][CH3:10])[CH:11]([O:12][CH3:15])[O:13][CH3:14])([CH2:16][C:17]#[C:18][CH2:19][CH3:20])[C:21](=[O:22])[O:23][C:24]([CH3:25])([CH3:26])[CH3:27].[C:33](=[O:34])([OH:35])[O-:36].[Cl+3:28]([OH:29])([O-:30])([O-:31])[O-:32].[Na+:37].[O:38]1[CH2:39][CH2:40][CH2:41][CH2:42]1>>[C:1]([CH3:2])(=[O:3])[C:4]([CH:5]([CH2:6][C:7](=[O:8])[O:9][CH3:10])[CH:11]=[O:12])([CH2:16][C:17]#[C:18][CH2:19][CH3:20])[C:21](=[O:22])[O:23][C:24]([CH3:25])([CH3:26])[CH3:27]. Starting materials: C1(=CC=CC=C1)CCCP(O)O (3-phenylpropyl phosphonous acid), [OH-].[Na+] (sodium hydroxide), S([O-])(O)=O.[Na+] (sodium bisulfite), Cl (HCl), [O-][Mn](=O)(=O)=O.[K+] (KMnO4), P(O)O (phosphonous acid). Solvent: CC(=O)C (acetone), O (water), O (water), O (water). Reaction conditions: time 5 minute. Yields the product C1(=CC=CC=C1)CCCP(O)(O)=O (3-Phenylpropyl phosphonic acid). RXN SMILES: [C:1]1([CH2:7][CH2:8][CH2:9][P:10]([OH:12])[OH:11])[CH:6]=[CH:5][CH:4]=[CH:3][CH:2]=1.[OH-].[Na+].[O-:15][Mn](=O)(=O)=O.[K+].P(O)O.Cl.S(=O)(O)[O-].[Na+]>CC(C)=O.O>[C:1]1([CH2:7][CH2:8][CH2:9][P:10](=[O:15])([OH:12])[OH:11])[CH:6]=[CH:5][CH:4]=[CH:3][CH:2]=1 |f:1.2,3.4,7.8|. Reported procedure: To a solution of 3-phenylpropyl phosphonous acid (0.92 g, 0.005 mole) in acetone (10 ml) and water (10 ml) was added a solution of sodium hydroxide (0.2 g, 0.005 mole) in water (10 ml) until a pH of about 7 was reached. A solution of KMnO4 (0.474 g, 0.003 mole) in water (10 ml) was added slowly to the vigorously stirred solution of phosphonous acid at 20°-25° C. After the addition (5 minutes), the reaction mixture was stirred for 5 minutes at ambient temperature and acidified with concentrated H... The reactants are Cl.NO (hydroxylamine hydrochloride), C(C)OC(C(CC(=O)C1=C(C=C(C(=C1)Br)OCC1=CC=CC=C1)OCC1=CC=CC=C1)=O)=O (4-(2,4-Bis-benzyloxy-5-bromo-phenyl)-2,4-dioxo-butyric acid ethyl ester), O (water). Solvent: C(C)O (ethanol). Product: C(C)OC(=O)C1=NOC(=C1)C1=C(C=C(C(=C1)Br)OCC1=CC=CC=C1)OCC1=CC=CC=C1 (5-(2,4-Bis-benzyloxy-5-bromo-phenyl)-isoxazole-3-carboxylic acid ethyl ester). As a reaction SMILES: [CH2:1]([O:3][C:4](=[O:33])[C:5](=O)[CH2:6][C:7]([C:9]1[CH:14]=[C:13]([Br:15])[C:12]([O:16][CH2:17][C:18]2[CH:23]=[CH:22][CH:21]=[CH:20][CH:19]=2)=[CH:11][C:10]=1[O:24][CH2:25][C:26]1[CH:31]=[CH:30][CH:29]=[CH:28][CH:27]=1)=[O:8])[CH3:2].Cl.[NH2:35]O.O>C(O)C>[CH2:1]([O:3][C:4]([C:5]1[CH:6]=[C:7]([C:9]2[CH:14]=[C:13]([Br:15])[C:12]([O:16][CH2:17][C:18]3[CH:23]=[CH:22][CH:21]=[CH:20][CH:19]=3)=[CH:11][C:10]=2[O:24][CH2:25][C:26]2[CH:31]=[CH:30][CH:29]=[CH:28][CH:27]=2)[O:8][N:35]=1)=[O:33])[CH3:2] |f:1.2|. Reported procedure: 69.3 g of 4-(2,4-Bis-benzyloxy-5-bromo-phenyl)-2,4-dioxo-butyric acid ethyl ester (0.135 mol, 1 eq) were dissolved in 750 ml ethanol. 14.11 g hydroxylamine hydrochloride (0.203 mol, 1.5 eq) were added. The mixture was refluxed for 2.5 hours and cooled down. It was then poured onto 1000 ml water, the precipitate was filtered off. The filter cake was washed with 500 ml of water followed by 75 ml diethyl ether and dried. Isolated yield 99.8%. Procedure: To a solution of 17-ethyl-1-hydroxy-12-[2'-(4"-(1-N-methyl-5-indolyl)oxy-3"-allyloxycyclohexyl)-1'-methylvinyl]-23,25-dimethoxy-13,19,21,27-tetramethyl-11,28-dioxa-4-azatricyclo[22.3.1.04,9 ]octacos-18-ene-2,3,10,16-tetraone (20 mg) (EXAMPLE 31) in ethyl acetate (500 μl) was added rhodium on carbon (5 mg). The flask was filled with hydrogen, and the mixture was stirred at room temperature. After 1.5 hours the mixture was filtered through Celite then the solvent was removed in vacuo to give the t... The product is C(C)C1C(CCC(C(OC(C2CCCCN2C(C(C2(C(CC(C(C(CC(CC(=C1)C)C)OC)O2)OC)C)O)=O)=O)=O)C(=CC2CC(C(CC2)OC=2C=C1C=CN(C1=CC2)C)OCCC)C)C)=O (17-Ethyl-1-hydroxy-12-[2'-(4"-(1-N-methyl-5-indolyl)oxy-3"-n-propyloxycyclohexyl)-1'-methylvinyl]-23,25-dimethoxy-13,19,21,27-tetramethyl-11,28-dioxa-4-azatricyclo[22.3.1.04,9 ]octacos-18-ene-2,3,10,16-tetraone). The solvent is C(C)(=O)OCC (ethyl acetate). Reactants: C(C)C1C(CCC(C(OC(C2CCCCN2C(C(C2(C(CC(C(C(CC(CC(=C1)C)C)OC)O2)OC)C)O)=O)=O)=O)C(=CC2CC(C(CC2)OC=2C=C1C=CN(C1=CC2)C)OCC=C)C)C)=O (17-Ethyl-1-hydroxy-12-[2'-(4"-(1-N-methyl-5-indolyl)oxy-3"-allyloxycyclohexyl)-1'-methylvinyl]-23,25-dimethoxy-13,19,21,27-tetramethyl-11,28-dioxa-4-azatricyclo[22.3.1.04,9 ]octacos-18-ene-2,3,10,16-tetraone), [H][H] (hydrogen). Reaction SMILES: [CH2:1]([CH:3]1[CH:29]=[C:28]([CH3:30])[CH2:27][CH:26]([CH3:31])[CH2:25][CH:24]([O:32][CH3:33])[CH:23]2[O:34][C:19]([OH:38])([CH:20]([CH3:37])[CH2:21][CH:22]2[O:35][CH3:36])[C:18](=[O:39])[C:17](=[O:40])[N:16]2[CH:11]([CH2:12][CH2:13][CH2:14][CH2:15]2)[C:10](=[O:41])[O:9][CH:8]([C:42]([CH3:65])=[CH:43][CH:44]2[CH2:49][CH2:48][CH:47]([O:50][C:51]3[CH:52]=[C:53]4[C:57](=[CH:58][CH:59]=3)[N:56]([CH3:60])[CH:55]=[CH:54]4)[CH:46]([O:61][CH2:62][CH:63]=[CH2:64])[CH2:45]2)[CH:7]([CH3:66])[CH2:6][CH2:5][C:4]1=[O:67])[CH3:2].[H][H]>C(OCC)(=O)C.[Rh]>[CH2:1]([CH:3]1[CH:29]=[C:28]([CH3:30])[CH2:27][CH:26]([CH3:31])[CH2:25][CH:24]([O:32][CH3:33])[CH:23]2[O:34][C:19]([OH:38])([CH:20]([CH3:37])[CH2:21][CH:22]2[O:35][CH3:36])[C:18](=[O:39])[C:17](=[O:40])[N:16]2[CH:11]([CH2:12][CH2:13][CH2:14][CH2:15]2)[C:10](=[O:41])[O:9][CH:8]([C:42]([CH3:65])=[CH:43][CH:44]2[CH2:49][CH2:48][CH:47]([O:50][C:51]3[CH:52]=[C:53]4[C:57](=[CH:58][CH:59]=3)[N:56]([CH3:60])[CH:55]=[CH:54]4)[CH:46]([O:61][CH2:62][CH2:63][CH3:64])[CH2:45]2)[CH:7]([CH3:66])[CH2:6][CH2:5][C:4]1=[O:67])[CH3:2]. Reagents/catalysts: [Rh] (rhodium on carbon). The reactants are Cl (HCl), O1CCOCC1 (dioxane), C(C)(C)(C)OC(=O)N1CCC(CC1)=CC1=CC(=CC=C1)OC1=NC=CC(=C1)C (4-[3-(4-Methyl-Pyridin-2-yloxy)-benzylidene]-piperidine-1-carboxylic acid tert-butyl ester). Run in C(Cl)Cl (DCM). The product is Cl.CC1=CC(=NC=C1)OC1=CC(=CC=C1)C=C1CCNCC1 (4-Methyl-2-(3-piperidin-4-ylidenemethyl-phenoxy)-pyridine hydrochloride). As a reaction SMILES: C(OC([N:8]1[CH2:13][CH2:12][C:11](=[CH:14][C:15]2[CH:20]=[CH:19][CH:18]=[C:17]([O:21][C:22]3[CH:27]=[C:26]([CH3:28])[CH:25]=[CH:24][N:23]=3)[CH:16]=2)[CH2:10][CH2:9]1)=O)(C)(C)C.[ClH:29].O1CCOCC1>C(Cl)Cl>[ClH:29].[CH3:28][C:26]1[CH:25]=[CH:24][N:23]=[C:22]([O:21][C:17]2[CH:18]=[CH:19][CH:20]=[C:15]([CH:14]=[C:11]3[CH2:12][CH2:13][NH:8][CH2:9][CH2:10]3)[CH:16]=2)[CH:27]=1 |f:4.5|. Procedure: 4-[3-(4-Methyl-pyridin-2-yloxy)-benzylidene]-piperidine-1-carboxylic acid tert-butyl ester (1.15 g, 2.9 mmol) from Step 4 was dissolved in DCM (10 mL) and treated with HCl in dioxane (4.34 mL, 4.0 M, 17.3 mmol). After 16 hours the reaction was concentrated in vacuo to provide the title compound as a white solid (1.6 g). The reactants are COC(=O)C=1C=C(OC2=C(C(=O)O)C=CC=N2)C=CC1 (2-(3-Methoxycarbonyl-phenoxy)-nicotinic acid), NCC1=CC=C(C=C1)C(C)(C)O (2-(4-Aminomethyl-phenyl)-propan-2-ol), O.ON1N=NC2=C1C=CC=C2 (1-hydroxybenzotriazole hydrate), Cl.C(C)N(CCCl)CC (2-diethylaminoethyl chloride hydrochloride). The solvent is CN(C=O)C (dimethylformamide), O (water). The product is COC(C1=CC(=CC=C1)OC1=NC=CC=C1C(NCC1=CC=C(C=C1)C(C)(C)O)=O)=O (3-{3-[4-(1-Hydroxy-1-methyl-ethyl)-benzylcarbamoyl]-pyridin-2-yloxy}-benzoicacid methyl ester). RXN SMILES: [CH3:1][O:2][C:3]([C:5]1[CH:6]=[C:7]([CH:18]=[CH:19][CH:20]=1)[O:8][C:9]1[N:17]=[CH:16][CH:15]=[CH:14][C:10]=1[C:11]([OH:13])=O)=[O:4].[NH2:21][CH2:22][C:23]1[CH:28]=[CH:27][C:26]([C:29]([OH:32])([CH3:31])[CH3:30])=[CH:25][CH:24]=1.O.ON1C2C=CC=CC=2N=N1.Cl.C(N(CC)CCCl)C>CN(C)C=O.O>[CH3:1][O:2][C:3](=[O:4])[C:5]1[CH:20]=[CH:19][CH:18]=[C:7]([O:8][C:9]2[C:10]([C:11](=[O:13])[NH:21][CH2:22][C:23]3[CH:28]=[CH:27][C:26]([C:29]([OH:32])([CH3:30])[CH3:31])=[CH:25][CH:24]=3)=[CH:14][CH:15]=[CH:16][N:17]=2)[CH:6]=1 |f:2.3,4.5|. Procedure details: To a stirred solution of 2-(3-Methoxycarbonyl-phenoxy)-nicotinic acid (0.400 grams, 1.463 mmole), 2-(4-Aminomethyl-phenyl)-propan-2-ol (0.266 grams, 1.61 mmole), and 1-hydroxybenzotriazole hydrate (0.237 grams, 1.755 mmole) in dry dimethylformamide (20 ml) was added 2-diethylaminoethyl chloride hydrochloride (0.365 grams, 1.90 mmole) and stirred over night. The mixture was diluted with water and extracted with ethyl acetate. The combined extracts were washed with water and brine, dried over MgSO... Reactants: CN(C)C1(c2ccccc2)CCC(CO)CC1, CS(C)=O, ClCc1ccccc1, O. Yields the product CN(C)C1(c2ccccc2)CCC(COCc2ccccc2)CC1. Reaction SMILES: [CH3:1][N:2]([C:3]1([c:11]2[cH:12][cH:13][cH:14][cH:15][cH:16]2)[CH2:4][CH2:5][CH:6]([CH2:9][OH:10])[CH2:7][CH2:8]1)[CH3:17].[CH3:27][S:28]([CH3:29])=[O:30].[Cl:18][CH2:19][c:20]1[cH:21][cH:22][cH:23][cH:24][cH:25]1.[OH2:26]>>[CH3:1][N:2]([C:3]1([c:11]2[cH:12][cH:13][cH:14][cH:15][cH:16]2)[CH2:4][CH2:5][CH:6]([CH2:9][O:10][CH2:19][c:20]2[cH:21][cH:22][cH:23][cH:24][cH:25]2)[CH2:7][CH2:8]1)[CH3:17]. Starting materials: CC(C)(C)[O-], COC(=O)c1ccc(CBr)cc1, CN1CCc2[nH]c3ccccc3c2C1, [I-], [K+], [K+], CN(C)C=O. Product: COC(=O)c1ccc(Cn2c3c(c4ccccc42)CN(C)CC3)cc1. Reaction SMILES: [CH3:1][C:2]([CH3:3])([O-:4])[CH3:5].[CH3:21][O:22][C:23]([c:24]1[cH:25][cH:26][c:27]([CH2:30][Br:31])[cH:28][cH:29]1)=[O:32].[CH3:7][N:8]1[CH2:9][c:10]2[c:11]([nH:12][c:13]3[cH:14][cH:15][cH:16][cH:17][c:18]23)[CH2:19][CH2:20]1.[I-:34].[K+:33].[K+:6].[O:35]=[CH:36][N:37]([CH3:38])[CH3:39]>>[CH3:7][N:8]1[CH2:9][c:10]2[c:11]([n:12]([CH2:30][c:27]3[cH:26][cH:25][c:24]([C:23]([O:22][CH3:21])=[O:32])[cH:29][cH:28]3)[c:13]3[cH:14][cH:15][cH:16][cH:17][c:18]23)[CH2:19][CH2:20]1. The reactants are [H-].[Al+3].[Li+].[H-].[H-].[H-] (lithium aluminum hydride), [H-].[Al+3].[Li+].[H-].[H-].[H-] (lithium aluminum hydride), C1(=CC=CC=C1)C(C#CCN(CC)CC)O (N-(4-phenyl-4-hydroxy-2-butynyl)-N,N-diethylamine), O (Water). Solvent: CCOCC (ether). Reaction conditions: time 5 hour. Yields the product C1(=CC=CC=C1)C(C/C=C/N(CC)CC)O (N-(4-phenyl-4-hydroxy-2-trans-butenyl)-N,N-diethylamine). RXN SMILES: [H-].[Al+3].[Li+].[H-].[H-].[H-].[C:7]1([CH:13]([OH:22])[C:14]#[C:15][CH2:16][N:17]([CH2:20][CH3:21])[CH2:18][CH3:19])[CH:12]=[CH:11][CH:10]=[CH:9][CH:8]=1.O>CCOCC>[C:7]1([CH:13]([OH:22])[CH2:14]/[CH:15]=[CH:16]/[N:17]([CH2:18][CH3:19])[CH2:20][CH3:21])[CH:12]=[CH:11][CH:10]=[CH:9][CH:8]=1 |f:0.1.2.3.4.5|. Procedure details: To an ethereal solution (1000 ml) of lithium aluminum hydride (57.0 g) was added a solution of N-(4-phenyl-4-hydroxy-2-butynyl)-N,N-diethylamine (164.05 g) in ether (500 ml) with stirring under ice-cooling for 1.5 hours, and then stirring was continued for 5 hours at room temperature. Water was added to the cooled reaction mixture in order to decompose excess lithium aluminum hydride. The precipitates were filtered, and the filtrate was evaporated and distilled to afford N-(4-phenyl-4-hydroxy-2-...